From a dataset of the Open Reaction Database (ORD), a public repository of structured organic reaction records. describe an organic reaction: reactants, conditions, products, and yield Starting materials: COC(=O)c1ccc(Br)c(C)c1, O=C([O-])[O-], COc1ccc(-c2ccc(C(=O)O)cc2C)c(OC)c1, COc1ccc(OC)c(B(O)O)c1, Cc1ccccc1, CCOC(C)=O, [K+], [K+], O, c1ccc(P(c2ccccc2)(c2ccccc2)[Pd](P(c2ccccc2)(c2ccccc2)c2ccccc2)(P(c2ccccc2)(c2ccccc2)c2ccccc2)P(c2ccccc2)(c2ccccc2)c2ccccc2)cc1. The product is COC(=O)c1ccc(-c2cc(OC)ccc2OC)c(C)c1. Reaction SMILES: [Br:1][c:2]1[c:3]([CH3:12])[cH:4][c:5]([C:6](=[O:7])[O:8][CH3:9])[cH:10][cH:11]1.[C:46](=[O:47])([O-:48])[O-:49].[CH3:13][O:14][c:15]1[cH:16][c:17]([O:18][CH3:19])[cH:20][cH:21][c:22]1-[c:23]1[cH:24][cH:25][c:26]([C:27]([OH:28])=[O:29])[cH:30][c:31]1[CH3:32].[CH3:33][O:34][c:35]1[c:36]([B:43]([OH:44])[OH:45])[cH:37][c:38]([O:41][CH3:42])[cH:39][cH:40]1.[CH3:52][c:53]1[cH:54][cH:55][cH:56][cH:57][cH:58]1.[CH3:59][CH2:60][O:61][C:62]([CH3:63])=[O:64].[K+:50].[K+:51].[OH2:142].[cH:65]1[cH:66][cH:67][c:68]([P:69]([Pd:70]([P:71]([c:72]2[cH:73][cH:74][cH:75][cH:76][cH:77]2)([c:78]2[cH:79][cH:80][cH:81][cH:82][cH:83]2)[c:84]2[cH:85][cH:86][cH:87][cH:88][cH:89]2)([P:90]([c:91]2[cH:92][cH:93][cH:94][cH:95][cH:96]2)([c:97]2[cH:98][cH:99][cH:100][cH:101][cH:102]2)[c:103]2[cH:104][cH:105][cH:106][cH:107][cH:108]2)[P:109]([c:110]2[cH:111][cH:112][cH:113][cH:114][cH:115]2)([c:116]2[cH:117][cH:118][cH:119][cH:120][cH:121]2)[c:122]2[cH:123][cH:124][cH:125][cH:126][cH:127]2)([c:128]2[cH:129][cH:130][cH:131][cH:132][cH:133]2)[c:134]2[cH:135][cH:136][cH:137][cH:138][cH:139]2)[cH:140][cH:141]1>>[c:2]1(-[c:36]2[c:35]([O:34][CH3:33])[cH:40][cH:39][c:38]([O:41][CH3:42])[cH:37]2)[c:3]([CH3:12])[cH:4][c:5]([C:6](=[O:7])[O:8][CH3:9])[cH:10][cH:11]1.